Dataset: the Open Reaction Database (ORD), a public repository of structured organic reaction records. Task: describe an organic reaction: reactants, conditions, products, and yield Starting materials: CCN=C=NCCCN(C)C, COC(=O)CCN, CCOC(C)=O, O=C(O)c1ccc(CN(c2ccc(Cl)cc2)c2nc(-c3ccc(OC(F)(F)F)cc3)cs2)cc1, Cl, Cl, CN(C)C=O. Yields the product COC(=O)CCNC(=O)c1ccc(CN(c2ccc(Cl)cc2)c2nc(-c3ccc(OC(F)(F)F)cc3)cs2)cc1. RXN SMILES: [CH2:36]([N:37]=[C:38]=[N:39][CH2:40][CH2:41][CH2:42][N:43]([CH3:44])[CH3:45])[CH3:46].[CH3:48][O:49][C:50]([CH2:51][CH2:52][NH2:53])=[O:54].[CH3:55][CH2:56][O:57][C:58](=[O:59])[CH3:60].[Cl:1][c:2]1[cH:3][cH:4][c:5]([N:8]([c:9]2[s:10][cH:11][c:12](-[c:14]3[cH:15][cH:16][c:17]([O:20][C:21]([F:22])([F:23])[F:24])[cH:18][cH:19]3)[n:13]2)[CH2:25][c:26]2[cH:27][cH:28][c:29]([C:30](=[O:31])[OH:32])[cH:33][cH:34]2)[cH:6][cH:7]1.[ClH:35].[ClH:47].[O:61]=[CH:62][N:63]([CH3:64])[CH3:65]>>[Cl:1][c:2]1[cH:3][cH:4][c:5]([N:8]([c:9]2[s:10][cH:11][c:12](-[c:14]3[cH:15][cH:16][c:17]([O:20][C:21]([F:22])([F:23])[F:24])[cH:18][cH:19]3)[n:13]2)[CH2:25][c:26]2[cH:27][cH:28][c:29]([C:30](=[O:32])[NH:53][CH2:52][CH2:51][C:50]([O:49][CH3:48])=[O:54])[cH:33][cH:34]2)[cH:6][cH:7]1. Starting materials: ClC1=CC=C(C=C1)[C@H](C)N ((S)-1-(4-chlorophenyl)-ethylamine), CC(=O)C1=CC=C(C=C1)Cl (4-chloroacetophenone), O (water). Reagents/catalysts: CCCCO.CCCCO.CCCCO.CCCCO.[Ti] (tetrabutyl ortho-titanate). The solvent is C1(=CC=CC=C1)C (toluene). Yields the product ClC1=CC=C(C=C1)[C@H](C)N=C(C)C1=CC=C(C=C1)Cl ((S)-[1-(4-chlorophenyl)-ethyl]-[1-(4-chlorophenyl)-ethylidene]-amine). Isolated yield 90.9%. Reaction SMILES: [Cl:1][C:2]1[CH:7]=[CH:6][C:5]([C@@H:8]([NH2:10])[CH3:9])=[CH:4][CH:3]=1.[CH3:11][C:12]([C:14]1[CH:19]=[CH:18][C:17]([Cl:20])=[CH:16][CH:15]=1)=O.O>C1(C)C=CC=CC=1.CCCCO.CCCCO.CCCCO.CCCCO.[Ti]>[Cl:1][C:2]1[CH:7]=[CH:6][C:5]([C@@H:8]([N:10]=[C:12]([C:14]2[CH:19]=[CH:18][C:17]([Cl:20])=[CH:16][CH:15]=2)[CH3:11])[CH3:9])=[CH:4][CH:3]=1 |f:4.5.6.7.8|. Reported procedure: 8 g of tetrabutyl ortho-titanate are added to a solution of 116 g (0.72 mol) of (S)-1-(4-chlorophenyl)-ethylamine (65% ee) and 114.5 g (0.727 mol) of 4-chloroacetophenone in 500 ml of toluene at room temperature with stirring, and the mixture is then refluxed for 6 hours at the water separator. The reaction mixture is filtered, and the filtrate is evaporated under reduced pressure to give 191.3 g (91% of theory) of (S)-[1-(4-chlorophenyl)-ethyl]-[1-(4-chlorophenyl)-ethylidene]-amine. The reactants are CC1=C(C(=O)NC(=S)NC2=C(C=CC=C2)C(=O)NC)C=CC=C1 (2-methyl-N-[[[2-[(methylamino)carbonyl]phenyl]amino]thioxomethyl]benzamide), N (ammonia), OO (hydrogen peroxide). Run in CO (methanol). Run at time 8 hour. Product: CN1C(=NC2=CC=CC=C2C1=O)NC(C1=C(C=CC=C1)C)=O (N-(3,4-Dihydro-3-methyl-4-oxo-2-quinazolinyl)-2-methylbenzamide). The yield is 25.4%. As a reaction SMILES: [CH3:1][C:2]1[CH:23]=[CH:22][CH:21]=[CH:20][C:3]=1[C:4]([NH:6][C:7]([NH:9][C:10]1[CH:15]=[CH:14][CH:13]=[CH:12][C:11]=1[C:16]([NH:18][CH3:19])=[O:17])=S)=[O:5].N.OO>CO>[CH3:19][N:18]1[C:16](=[O:17])[C:11]2[C:10](=[CH:15][CH:14]=[CH:13][CH:12]=2)[N:9]=[C:7]1[NH:6][C:4](=[O:5])[C:3]1[CH:20]=[CH:21][CH:22]=[CH:23][C:2]=1[CH3:1]. Procedure: To a stirred mixture of 6.6 g of the above benzamide, 100 ml of methanolic ammonia and 100 ml methanol was added, in increments, 20 ml of 30% hydrogen peroxide. After stirring overnight, the solid was collected, partially dissolved in 500 ml of hot acetonitrile and filtered. The filtrate was chilled, giving 1.5 g of the desired product as white crystals, mp 185°-186° C. Starting materials: CN(C)C=O, C=C(Cl)CCl, N#CC(C#N)Cc1ccc(SC(F)(F)F)cc1, [H-], [Na+]. Product: C=C(Cl)CC(C#N)(C#N)Cc1ccc(SC(F)(F)F)cc1. RXN SMILES: [CH3:25][N:26]([CH3:27])[CH:28]=[O:29].[Cl:20][C:21](=[CH2:22])[CH2:23][Cl:24].[F:1][C:2]([S:3][c:4]1[cH:5][cH:6][c:7]([CH2:8][CH:9]([C:10]#[N:11])[C:12]#[N:13])[cH:14][cH:15]1)([F:16])[F:17].[H-:18].[Na+:19]>>[F:1][C:2]([S:3][c:4]1[cH:5][cH:6][c:7]([CH2:8][C:9]([C:10]#[N:11])([C:12]#[N:13])[CH2:23][C:21]([Cl:20])=[CH2:22])[cH:14][cH:15]1)([F:16])[F:17]. Reactants: C(C1=CC=CC=C1)N1CCC(CC1)CC(=O)OC(C)(C)C (((1-Benzyl)piperidin-4-yl)acetic acid, t-butyl ester), C(=O)(C(F)(F)F)O (TFA). Yields the product OC(=O)C(F)(F)F.C(C1=CC=CC=C1)N1CCC(CC1)CC(=O)O ((1-Benzyl-piperidin-4-yl)acetic acid TFA). Reaction SMILES: [CH2:1]([N:8]1[CH2:13][CH2:12][CH:11]([CH2:14][C:15]([O:17]C(C)(C)C)=[O:16])[CH2:10][CH2:9]1)[C:2]1[CH:7]=[CH:6][CH:5]=[CH:4][CH:3]=1.[C:22]([OH:28])([C:24]([F:27])([F:26])[F:25])=[O:23]>>[OH:28][C:22]([C:24]([F:27])([F:26])[F:25])=[O:23].[CH2:1]([N:8]1[CH2:9][CH2:10][CH:11]([CH2:14][C:15]([OH:17])=[O:16])[CH2:12][CH2:13]1)[C:2]1[CH:3]=[CH:4][CH:5]=[CH:6][CH:7]=1 |f:2.3|. Procedure: A solution of 936 mg of ((1-benzyl)piperidin-4-yl)acetic acid, t-butyl ester (from EXAMPLE 163, Step B) in 2 mL of TFA was stirred at rt for 18 h. The solution was concentrated to afford the title compound. Reactants: SC=1C=C(C(=O)O)C=C(C1)C(F)(F)F (3-mercapto-5-trifluoromethylbenzoic acid), Cl (hydrochloric acid), [OH-].[Na+] (sodium hydroxide), CI (methyl iodide). The solvent is C(C)O (ethanol). Run at time 1 hour. Yields the product CSC=1C=C(C(=O)O)C=C(C1)C(F)(F)F (3-Methylthio-5-trifluoromethylbenzoic Acid). RXN SMILES: [SH:1][C:2]1[CH:3]=[C:4]([CH:8]=[C:9]([C:11]([F:14])([F:13])[F:12])[CH:10]=1)[C:5]([OH:7])=[O:6].[OH-].[Na+].[CH3:17]I.Cl>C(O)C>[CH3:17][S:1][C:2]1[CH:3]=[C:4]([CH:8]=[C:9]([C:11]([F:12])([F:13])[F:14])[CH:10]=1)[C:5]([OH:7])=[O:6] |f:1.2|. Procedure details: To a solution of 10 g. (0.045 mole) of 3-mercapto-5-trifluoromethylbenzoic acid, and 100 ml. of 1N sodium hydroxide in 100 ml. of ethanol is added 3.8 ml. (0.06 mole) of methyl iodide. After the reaction has stirred at room temperature for one hour, it is acidified with 12N hydrochloric acid, and the precipitate of the final product is filtered and dried,8.6 g., m.p. 135°-140° C. A sample is sublimed at 175° C. and 0.03 mm pressure, m.p. 151°-152.5° C. The reactants are C(C)(C)(C)OC(=O)N1[C@@H](CC(C1)=NOC)C(=O)O ((2S,4EZ)-1-(tert-butoxycarbonyl)-4-(methoxyimino)-2-pyrrolidinecarboxylic acid), C1(=CC=C(C=C1)C(=O)Cl)C1=CC=CC=C1 ([1,1′-biphenyl]-4-carbonyl chloride), NCC(O)C1=CC=C(C=C1)O (4-[(1RS)-2-amino-1-hydroxyethyl]phenol). Yields the product C1(=CC=C(C=C1)C(=O)N1[C@@H](CC(C1)=NOC)C(=O)NCC(C1=CC=C(C=C1)O)O)C1=CC=CC=C1 ((2S,4EZ)-1-([1,1′-biphenyl]-4-ylcarbonyl)-N-[(2RS)-2-hydroxy-2-(4-hydroxyphenyl)ethyl]-4-(methoxyimino)-2-pyrrolidinecarboxamide). Reaction SMILES: C(O[C:6]([N:8]1[CH2:12][C:11](=[N:13][O:14][CH3:15])[CH2:10][C@H:9]1[C:16]([OH:18])=O)=[O:7])(C)(C)C.[C:19]1([C:28]2[CH:33]=[CH:32][CH:31]=[CH:30][CH:29]=2)[CH:24]=[CH:23][C:22](C(Cl)=O)=[CH:21][CH:20]=1.[NH2:34][CH2:35][CH:36]([C:38]1[CH:43]=[CH:42][C:41]([OH:44])=[CH:40][CH:39]=1)[OH:37]>>[C:28]1([C:19]2[CH:20]=[CH:21][CH:22]=[CH:23][CH:24]=2)[CH:29]=[CH:30][C:31]([C:6]([N:8]2[CH2:12][C:11](=[N:13][O:14][CH3:15])[CH2:10][C@H:9]2[C:16]([NH:34][CH2:35][CH:36]([OH:37])[C:38]2[CH:43]=[CH:42][C:41]([OH:44])=[CH:40][CH:39]=2)=[O:18])=[O:7])=[CH:32][CH:33]=1. Reported procedure: Following the general method as outlined in Example 22, starting from (2S,4EZ)-1-(tert-butoxycarbonyl)-4-(methoxyimino)-2-pyrrolidinecarboxylic acid, [1,1′-biphenyl]-4-carbonyl chloride, and 4-[(1RS)-2-amino-1-hydroxyethyl]phenol, the title compound was obtained in 63% purity by HPLC. MS (ESI+): m/z=474.4.